The task is: describe an organic reaction: reactants, conditions, products, and yield. This data is from the Open Reaction Database (ORD), a public repository of structured organic reaction records. The reactants are C(C)(C)(C)[Si](OC1=CC=C(C=C1)OCC1OC1)(C)C (tert-butyldimethyl(4-(oxiran-2-ylmethoxy)phenoxy)silane), CC1=C(SC=2N=CN=C(C21)N2CCC(CC2)N)C2=CC=CC=C2 (1-(5-methyl-6-phenylthieno[2,3-d]pyrimidin-4-yl)piperidin-4-amine). Yields the product OC(COC1=CC=C(C=C1)O)CNC1CCN(CC1)C=1C2=C(N=CN1)SC(=C2C)C2=CC=CC=C2 (4-(2-hydroxy-3-(1-(5-methyl-6-phenylthieno[2,3-d]pyrimidin-4-yl)piperidin-4-ylamino)propoxy)phenol). Yield: 17.0%. RXN SMILES: C([Si](C)(C)[O:6][C:7]1[CH:12]=[CH:11][C:10]([O:13][CH2:14][CH:15]2[CH2:17][O:16]2)=[CH:9][CH:8]=1)(C)(C)C.[CH3:20][C:21]1[C:29]2[C:28]([N:30]3[CH2:35][CH2:34][CH:33]([NH2:36])[CH2:32][CH2:31]3)=[N:27][CH:26]=[N:25][C:24]=2[S:23][C:22]=1[C:37]1[CH:42]=[CH:41][CH:40]=[CH:39][CH:38]=1>>[OH:16][CH:15]([CH2:17][NH:36][CH:33]1[CH2:34][CH2:35][N:30]([C:28]2[C:29]3[C:21]([CH3:20])=[C:22]([C:37]4[CH:42]=[CH:41][CH:40]=[CH:39][CH:38]=4)[S:23][C:24]=3[N:25]=[CH:26][N:27]=2)[CH2:31][CH2:32]1)[CH2:14][O:13][C:10]1[CH:9]=[CH:8][C:7]([OH:6])=[CH:12][CH:11]=1. Reported procedure: Synthesis followed SP6 (3 h), using 150 μmol tert-butyldimethyl(4-(oxiran-2-ylmethoxy)phenoxy)silane and 1-(5-methyl-6-phenylthieno[2,3-d]pyrimidin-4-yl)piperidin-4-amine to give O-silylated intermediate upon purification by prep. HPLC (reversed phase) with 17% yield. Product was obtained by deprotection according to SP7 and purification by prep. HPLC (reversed phase) with 14% yield. Starting materials: Clc1nc(Cl)c(Cl)c(Cl)c1Cl, [NH4+], [NH4+], O=P([O-])([O-])O, [Zn]. Yields the product Clc1cc(Cl)c(Cl)nc1Cl. As a reaction SMILES: [Cl:1][c:2]1[c:3]([Cl:11])[c:4]([Cl:10])[c:5]([Cl:9])[c:6]([Cl:8])[n:7]1.[NH4+:12].[NH4+:13].[OH:14][P:15](=[O:16])([O-:17])[O-:18].[Zn:19]>>[Cl:1][c:2]1[c:3]([Cl:11])[cH:4][c:5]([Cl:9])[c:6]([Cl:8])[n:7]1. Yields the product C(CCC)OC1=CC=C(C=C1)S(=O)(=O)C1(CCN(CC1)CC1=CC=C(C=C1)C)C(=O)O (4-(4-Butoxy-benzenesulfonyl)-1-(4-methylbenzyl)-piperidine-4-carboxylic acid). Run in C1CCOC1 (THF). RXN SMILES: C([O:3][C:4]([C:6]1([S:20]([C:23]2[CH:28]=[CH:27][C:26]([O:29][CH2:30][CH2:31][CH2:32][CH3:33])=[CH:25][CH:24]=2)(=[O:22])=[O:21])[CH2:11][CH2:10][N:9]([CH2:12][C:13]2[CH:18]=[CH:17][C:16]([CH3:19])=[CH:15][CH:14]=2)[CH2:8][CH2:7]1)=[O:5])C.CO.[OH-].[Na+]>C1COCC1>[CH2:30]([O:29][C:26]1[CH:25]=[CH:24][C:23]([S:20]([C:6]2([C:4]([OH:5])=[O:3])[CH2:11][CH2:10][N:9]([CH2:12][C:13]3[CH:14]=[CH:15][C:16]([CH3:19])=[CH:17][CH:18]=3)[CH2:8][CH2:7]2)(=[O:21])=[O:22])=[CH:28][CH:27]=1)[CH2:31][CH2:32][CH3:33] |f:2.3|. Starting materials: C(C)OC(=O)C1(CCN(CC1)CC1=CC=C(C=C1)C)S(=O)(=O)C1=CC=C(C=C1)OCCCC (4-(4-Butoxy-benzenesulfonyl)-1-(4-methylbenzyl)-piperidine-4-carboxylic ethyl ester), CO (Methanol), [OH-].[Na+] (NaOH). Reported procedure: 4-(4-Butoxy-benzenesulfonyl)-1-(4-methylbenzyl)-piperidine-4-carboxylic acid was prepared starting from 4-(4-Butoxy-benzenesulfonyl)-1-(4-methylbenzyl)-piperidine-4-carboxylic ethyl ester (10.0 g, 22 mmol) dissolved in THF:Methanol (50:50 ml) and 10N NaOH (20 ml). The resulting reaction mixture was worked up as outlined in example 83. Yield 7.2 g (72%); off white solid, mp 244° C.; MS: 446.3 (M+H)+ The reactants are O=C([O-])[O-], C1CCOC1, CCOc1cc2ncnc(Cl)c2cc1OC, [Cs+], [Cs+], Nc1cccc(O)c1. Yields the product CCOc1cc2ncnc(Oc3cccc(N)c3)c2cc1OC. Reaction SMILES: [C:1](=[O:2])([O-:3])[O-:4].[CH2:31]1[O:32][CH2:33][CH2:34][CH2:35]1.[Cl:15][c:16]1[n:17][cH:18][n:19][c:20]2[cH:21][c:22]([O:28][CH2:29][CH3:30])[c:23]([O:26][CH3:27])[cH:24][c:25]12.[Cs+:5].[Cs+:6].[NH2:7][c:8]1[cH:9][cH:10][cH:11][c:12]([OH:13])[cH:14]1>>[NH2:7][c:8]1[cH:9][cH:10][cH:11][c:12]([O:13][c:16]2[n:17][cH:18][n:19][c:20]3[cH:21][c:22]([O:28][CH2:29][CH3:30])[c:23]([O:26][CH3:27])[cH:24][c:25]23)[cH:14]1. The reactants are COC(CC=1C=CC2=C(C=C(O2)CC=2N=C(OC2C)C2=CC=CC=C2)C1)OC (5-(2,2-dimethoxyethyl)-2-[(5-methyl-2-phenyl-4-oxazolyl)methyl]benzofuran), C[Si](C)(C)C#N (trimethylsilyl cyanide), B(F)(F)F.CCOCC (boron trifluoride etherate). Run in ClCCl (dichloromethane), ClCCl (dichloromethane). Product: COC(C#N)CC=1C=CC2=C(C=C(O2)CC=2N=C(OC2C)C2=CC=CC=C2)C1 (2-Methoxy-3-[2-((5-methyl-2-phenyl-4-oxazolyl)methyl)benzofuran-5-yl]propanenitrile). Yield: 85.9%. RXN SMILES: CO[CH:3]([O:27][CH3:28])[CH2:4][C:5]1[CH:6]=[CH:7][C:8]2[O:12][C:11]([CH2:13][C:14]3[N:15]=[C:16]([C:20]4[CH:25]=[CH:24][CH:23]=[CH:22][CH:21]=4)[O:17][C:18]=3[CH3:19])=[CH:10][C:9]=2[CH:26]=1.C[Si]([C:33]#[N:34])(C)C.B(F)(F)F.CCOCC>ClCCl>[CH3:28][O:27][CH:3]([CH2:4][C:5]1[CH:6]=[CH:7][C:8]2[O:12][C:11]([CH2:13][C:14]3[N:15]=[C:16]([C:20]4[CH:25]=[CH:24][CH:23]=[CH:22][CH:21]=4)[O:17][C:18]=3[CH3:19])=[CH:10][C:9]=2[CH:26]=1)[C:33]#[N:34] |f:2.3|. Procedure: To a solution of 5-(2,2-dimethoxyethyl)-2-[(5-methyl-2-phenyl-4-oxazolyl)methyl]benzofuran (0.75 g, 2.0 mmol) in dichloromethane (15 ml) were added trimethylsilyl cyanide (0.80 ml, 6.0 mmol) and boron trifluoride etherate (50 μl, 0.5 mmol). After 1 hour the solution was diluted with dichloromethane, washed with 5% sodium bicarbonate, water and brine, dried over magnesium sulfate and concentrated. The product was purified by flash-chromatography (hexanes/ethyl acetate, 2:1) and isolated as a soli... Reactants: C(C)(=O)NC1=CC(=C(C=C1)C=1NC(=C(N1)C=1C=NC=CC1)C)OC (2-(4-acetamido-2-methoxyphenyl)-5-methyl-4-(3-pyridyl)imidazole), Cl (hydrochloric acid), C([O-])(O)=O.[Na+] (sodium bicarbonate). Yields the product NC1=CC(=C(C=C1)C=1NC(=C(N1)C=1C=NC=CC1)C)OC (2-(4-amino-2-methoxyphenyl)-5-methyl-4-(3-pyridyl)imidazole). The yield is 50.2%. Reaction SMILES: C([NH:4][C:5]1[CH:10]=[CH:9][C:8]([C:11]2[NH:12][C:13]([CH3:22])=[C:14]([C:16]3[CH:17]=[N:18][CH:19]=[CH:20][CH:21]=3)[N:15]=2)=[C:7]([O:23][CH3:24])[CH:6]=1)(=O)C.Cl.C(=O)(O)[O-].[Na+]>>[NH2:4][C:5]1[CH:10]=[CH:9][C:8]([C:11]2[NH:12][C:13]([CH3:22])=[C:14]([C:16]3[CH:17]=[N:18][CH:19]=[CH:20][CH:21]=3)[N:15]=2)=[C:7]([O:23][CH3:24])[CH:6]=1 |f:2.3|. Procedure details: A solution of 2-(4-acetamido-2-methoxyphenyl)-5-methyl-4-(3-pyridyl)imidazole (0.55 g) in 1N-hydrochloric acid (25 ml) was refluxed for 5.5 hours, and cooled. After neutralized with aqueous sodium bicarbonate, the mixture was extracted with chloroform. The extract was dried over sodium sulfate, evaporated, and the residue was triturated with a mixture of methanol and diisopropyl ether to give 2-(4-amino-2-methoxyphenyl)-5-methyl-4-(3-pyridyl)imidazole (0.24 g).